Dataset: the Open Reaction Database (ORD), a public repository of structured organic reaction records. Task: describe an organic reaction: reactants, conditions, products, and yield The product is Brc1ccc2c(c1)Sc1ccccc1CC2. Reactants: [BH4-], Brc1ccc2c(c1)Sc1ccccc1CC2Br, [Na+], O, O=S1(=O)CCCC1. Reaction SMILES: [BH4-:25].[Br:1][c:2]1[cH:3][cH:4][c:5]2[c:6]([cH:17]1)[S:7][c:8]1[c:9]([cH:13][cH:14][cH:15][cH:16]1)[CH2:10][CH:11]2[Br:12].[Na+:26].[OH2:27].[S:18]1(=[O:23])(=[O:24])[CH2:19][CH2:20][CH2:21][CH2:22]1>>[Br:1][c:2]1[cH:3][cH:4][c:5]2[c:6]([cH:17]1)[S:7][c:8]1[c:9]([cH:13][cH:14][cH:15][cH:16]1)[CH2:10][CH2:11]2. Starting materials: [Br-].O(C1=CC=CC=C1)CCCC[P+](C1=CC=CC=C1)(C1=CC=CC=C1)C1=CC=CC=C1 ((4-phenoxybutyl)-(triphenyl)phosphonium bromide), C(=O)C1=CC=C(C=C1)CCC(=O)OCC (ethyl 3-(4-formylphenyl)propanoate). Product: O(C1=CC=CC=C1)CCCC=CC1=CC=C(C=C1)CCC(=O)OCC (Ethyl 3-{4-[5-phenoxypent-1-en-1-yl]phenyl}propanoate). RXN SMILES: [Br-].[O:2]([CH2:9][CH2:10][CH2:11][CH2:12][P+](C1C=CC=CC=1)(C1C=CC=CC=1)C1C=CC=CC=1)[C:3]1[CH:8]=[CH:7][CH:6]=[CH:5][CH:4]=1.[CH:32]([C:34]1[CH:39]=[CH:38][C:37]([CH2:40][CH2:41][C:42]([O:44][CH2:45][CH3:46])=[O:43])=[CH:36][CH:35]=1)=O>>[O:2]([CH2:9][CH2:10][CH2:11][CH:12]=[CH:32][C:34]1[CH:35]=[CH:36][C:37]([CH2:40][CH2:41][C:42]([O:44][CH2:45][CH3:46])=[O:43])=[CH:38][CH:39]=1)[C:3]1[CH:4]=[CH:5][CH:6]=[CH:7][CH:8]=1 |f:0.1|. Procedure: Preparation takes place in analogy to Example XLIII from (4-phenoxybutyl)-(triphenyl)phosphonium bromide and ethyl 3-(4-formylphenyl)propanoate. The product is obtained as an E/Z mixture. Reactants: O=C1CC(O)CC(C=Cc2c(Cl)cc(Cl)cc2OCc2ccccc2)O1, C1CCOC1. The product is O=C1CC(O)CC(CCc2c(Cl)cc(Cl)cc2OCc2ccccc2)O1. RXN SMILES: [Cl:1][c:2]1[c:3]([CH:17]=[CH:18][CH:19]2[CH2:20][CH:21]([OH:26])[CH2:22][C:23](=[O:25])[O:24]2)[c:4]([O:9][CH2:10][c:11]2[cH:12][cH:13][cH:14][cH:15][cH:16]2)[cH:5][c:6]([Cl:8])[cH:7]1.[O:27]1[CH2:28][CH2:29][CH2:30][CH2:31]1>>[Cl:1][c:2]1[c:3]([CH2:17][CH2:18][CH:19]2[CH2:20][CH:21]([OH:26])[CH2:22][C:23](=[O:25])[O:24]2)[c:4]([O:9][CH2:10][c:11]2[cH:12][cH:13][cH:14][cH:15][cH:16]2)[cH:5][c:6]([Cl:8])[cH:7]1. Reactants: C1(=CC=CC=C1)SCCO (2-phenylthioethanol), C1(=CC=CC=C1)S (thiophenol), C1CO1 (ethylene oxide), [OH-].[K+] (potassium hydroxide), NC(=S)N (thiourea), Cl (hydrochloric acid), O.NN (hydrazine hydrate). Solvent: C1(=CC=CC=C1)C (toluene). Product: C1(=CC=CC=C1)SC(C)S (Phenylthioethanethiol). As a reaction SMILES: [C:1]1([S:7][CH2:8][CH2:9]O)[CH:6]=[CH:5][CH:4]=[CH:3][CH:2]=1.C1([SH:17])C=CC=CC=1.C1OC1.[OH-].[K+].NC(N)=S.Cl.O.NN>C1(C)C=CC=CC=1>[C:1]1([S:7][CH:8]([SH:17])[CH3:9])[CH:6]=[CH:5][CH:4]=[CH:3][CH:2]=1 |f:3.4,7.8|. Reported procedure: 77 g of 2-phenylthioethanol, (0.5 mol, prepared from thiophenol and ethylene oxide in the presence of some potassium hydroxide) are maintained for 4 hours under reflux with 40 g of thiourea and 50 g of 37% hydrochloric acid. At 40° C., the reaction mixture is stirred with 50 g of 50% hydrazine hydrate solution for 30 minutes. 100 ml of toluene are added, this is maintained for 30 minutes in the steam bath, the toluene phase is separated off and compressed under vacuum. The reactants are CCO, C[Si](C)(C)CC#CCC(O)CCl, c1ccc2ncccc2c1. Product: C[Si](C)(C)CC=CCC(O)CCl. RXN SMILES: [CH3:23][CH2:24][OH:25].[Cl:1][CH2:2][CH:3]([CH2:4][C:5]#[C:6][CH2:7][Si:8]([CH3:9])([CH3:10])[CH3:11])[OH:12].[cH:13]1[cH:14][c:15]2[c:16]([n:17][cH:18][cH:19][cH:20]2)[cH:21][cH:22]1>>[Cl:1][CH2:2][CH:3]([CH2:4][CH:5]=[CH:6][CH2:7][Si:8]([CH3:9])([CH3:10])[CH3:11])[OH:12].